From a dataset of the Open Reaction Database (ORD), a public repository of structured organic reaction records. describe an organic reaction: reactants, conditions, products, and yield The reactants are CCOC(=O)c1cc2c(C)c(Oc3ccc(O)c(C(C)C)c3)c(C)cc2[nH]1, CO, [K+], [OH-], O, O. Yields the product Cc1cc2[nH]c(C(=O)O)cc2c(C)c1Oc1ccc(O)c(C(C)C)c1. RXN SMILES: [CH2:1]([CH3:2])[O:3][C:4](=[O:5])[c:6]1[nH:7][c:8]2[cH:9][c:10]([CH3:27])[c:11]([O:16][c:17]3[cH:18][c:19]([CH:24]([CH3:25])[CH3:26])[c:20]([OH:23])[cH:21][cH:22]3)[c:12]([CH3:15])[c:13]2[cH:14]1.[CH3:31][OH:32].[K+:29].[OH-:28].[OH2:30].[OH2:33]>>[O:3]=[C:4]([OH:5])[c:6]1[nH:7][c:8]2[cH:9][c:10]([CH3:27])[c:11]([O:16][c:17]3[cH:18][c:19]([CH:24]([CH3:25])[CH3:26])[c:20]([OH:23])[cH:21][cH:22]3)[c:12]([CH3:15])[c:13]2[cH:14]1. Starting materials: O (Water), C(C)(C)OC(=O)N1C(CC(C2=CC(=C(C=C12)C(F)(F)F)F)=O)C (6-fluoro-2-methyl-4-oxo-7-trifluoromethyl-3,4-dihydro-2H-quinoline-1-carboxylic acid isopropyl ester), Cl.NO (hydroxylamine hydrochloride), C(C)(=O)[O-].[Na+] (sodium acetate). Solvent: C(C)O (ethanol). Reaction conditions: time 10 minute. Product: C(C)(C)OC(=O)N1C(CC(C2=CC(=C(C=C12)C(F)(F)F)F)=NO)C (6-Fluoro-4-hydroxyimino-2-methyl-7-trifluoromethyl-3,4-dihydro-2H-quinoline-1-carboxylic acid isopropyl ester). Isolated yield 96.1%. As a reaction SMILES: [CH:1]([O:4][C:5]([N:7]1[C:16]2[C:11](=[CH:12][C:13]([F:21])=[C:14]([C:17]([F:20])([F:19])[F:18])[CH:15]=2)[C:10](=O)[CH2:9][CH:8]1[CH3:23])=[O:6])([CH3:3])[CH3:2].Cl.[NH2:25][OH:26].C([O-])(=O)C.[Na+].O>C(O)C>[CH:1]([O:4][C:5]([N:7]1[C:16]2[C:11](=[CH:12][C:13]([F:21])=[C:14]([C:17]([F:20])([F:19])[F:18])[CH:15]=2)[C:10](=[N:25][OH:26])[CH2:9][CH:8]1[CH3:23])=[O:6])([CH3:3])[CH3:2] |f:1.2,3.4|. Reported procedure: A stirred solution of 6-fluoro-2-methyl-4-oxo-7-trifluoromethyl-3,4-dihydro-2H-quinoline-1-carboxylic acid isopropyl ester (940 mg, 2.8 mmol), hydroxylamine hydrochloride (215 mg, 3.1 mmol), and sodium acetate (254 mg, 3.1 mmol) in ethanol (20 mL) was heated at reflux for 3 h. Water (25 mL) was added, and the volatiles were removed in vacuo. Ethyl acetate (100 mL) was added, and the mixture was stirred vigorously for 10 min. The aqueous phase was separated and extracted with ethyl acetate (2×100... RXN SMILES: [C:1]1([P:7]([O:15][C:16]2[CH:21]=[CH:20][CH:19]=[CH:18][CH:17]=2)[O:8]C2C=CC=CC=2)[CH:6]=[CH:5][CH:4]=[CH:3][CH:2]=1.[CH:22](=O)[CH3:23].[CH3:25][C:26]1[CH:27]=[CH:28][C:29]([S:32]([NH2:35])(=[O:34])=[O:33])=[CH:30][CH:31]=1>ClC1C=CC=CC=1>[C:26]1([CH3:25])[CH:27]=[CH:28][C:29]([S:32]([NH:35][CH:22]([P:7]([C:1]2[CH:2]=[CH:3][CH:4]=[CH:5][CH:6]=2)(=[O:8])[O:15][C:16]2[CH:17]=[CH:18][CH:19]=[CH:20][CH:21]=2)[CH3:23])(=[O:34])=[O:33])=[CH:30][CH:31]=1. Procedure: A mixture of 0.15 mole each of diphenyl phenylphosphonite, acetaldehyde, and p-toluenesulfonamide in 100 g of chlorobenzene is stirred and warmed at 103°-115° C. for 1 hr, and the solvent and by-product phenol are removed by concentration of the reaction mixture to 120° at 0.5 mm. Ether is stirred into the residue, causing separation of 49.4g (79% yield) of solid product. Recrystallization twice from chlorobenzene gives a white solid: mp 178°-181°; 31P nmr (DMSO-d6)- 37.7 ppm. Run in ClC1=CC=CC=C1 (chlorobenzene). The reactants are C1(=CC=CC=C1)P(OC1=CC=CC=C1)OC1=CC=CC=C1 (diphenyl phenylphosphonite), C(C)=O (acetaldehyde), CC=1C=CC(=CC1)S(=O)(=O)N (p-toluenesulfonamide). Yield: 79.0%. The product is C1(=CC=C(C=C1)S(=O)(=O)NC(C)P(OC1=CC=CC=C1)(=O)C1=CC=CC=C1)C (Phenyl [1-(p-tolylsulfonylamino)ethyl]phenylphosphinate).